This data is from the Open Reaction Database (ORD), a public repository of structured organic reaction records. The task is: describe an organic reaction: reactants, conditions, products, and yield Starting materials: C(C)OC(C(C)(C)OC1=C(C=C(C=C1)O)CC1=CC=CC=C1)=O (2-(2-benzyl-4-hydroxy-phenoxy)-2-methyl-propionic acid ethyl ester), CC1=C(N=C(O1)C1=CC=C(C=C1)C1=CC=CC=C1)CCOS(=O)(=O)C1=CC=C(C=C1)C (toluene-4-sulfonic acid 2-(5-methyl-2-biphenyl-4-yl-oxazol-4-yl)ethyl ester), C(=O)([O-])[O-].[Cs+].[Cs+] (Cs2CO3). Solvent: CN(C)C=O (DMF). Yields the product C(C)OC(C(C)(C)OC1=C(C=C(C=C1)OCCC=1N=C(OC1C)C1=CC=C(C=C1)C1=CC=CC=C1)CC1CCCCC1)=O (2-{4-[2-(2-biphenyl-4-yl-5-methyloxazol-4-yl)-ethoxy]-2-cyclohexylmethyl-phenoxy}-2-methyl-propionic acid ethyl ester). Reaction SMILES: [CH2:1]([O:3][C:4](=[O:23])[C:5]([O:8][C:9]1[CH:14]=[CH:13][C:12]([OH:15])=[CH:11][C:10]=1[CH2:16][C:17]1[CH:22]=[CH:21][CH:20]=[CH:19][CH:18]=1)([CH3:7])[CH3:6])[CH3:2].[CH3:24][C:25]1[O:29][C:28]([C:30]2[CH:35]=[CH:34][C:33]([C:36]3[CH:41]=[CH:40][CH:39]=[CH:38][CH:37]=3)=[CH:32][CH:31]=2)=[N:27][C:26]=1[CH2:42][CH2:43]OS(C1C=CC(C)=CC=1)(=O)=O.C([O-])([O-])=O.[Cs+].[Cs+]>CN(C=O)C>[CH2:1]([O:3][C:4](=[O:23])[C:5]([O:8][C:9]1[CH:14]=[CH:13][C:12]([O:15][CH2:43][CH2:42][C:26]2[N:27]=[C:28]([C:30]3[CH:35]=[CH:34][C:33]([C:36]4[CH:41]=[CH:40][CH:39]=[CH:38][CH:37]=4)=[CH:32][CH:31]=3)[O:29][C:25]=2[CH3:24])=[CH:11][C:10]=1[CH2:16][CH:17]1[CH2:18][CH2:19][CH2:20][CH2:21][CH2:22]1)([CH3:7])[CH3:6])[CH3:2] |f:2.3.4|. Procedure details: A mixture of 2-(2-benzyl-4-hydroxy-phenoxy)-2-methyl-propionic acid ethyl ester (1.14 g, 3.63 mmol) (see Ex. 35, part C), toluene-4-sulfonic acid 2-(5-methyl-2-biphenyl-4-yl-oxazol-4-yl)ethyl ester (4.71 mmol) (see Ex. 1, part F), and Cs2CO3 (1.77 g, 5.45 mmol) was heated at 55° C. in DMF (10 mL) for 72 h. The reaction mixture cooled and partitioned between ethyl acetate (30 mL) and H2O (10 mL). The organic layer was washed with brine (15 mL). The organic layer was dried (Na2SO4) and concentrate... Reactants: C1N(CCOC=2C1=C1C=CNC1=CC2)C(=O)OC(C)(C)C (tert-butyl 1,3,4,8-tetrahydro-2H-[1,4]oxazepino[6,7-e]indole-2-carboxylate), C1N(CCOC=2C1=C1C=CNC1=CC2)C(=O)OC(C)(C)C (tert-butyl 1,3,4,8-tetrahydro-2H-[1,4]oxazepino[6,7-e]indole-2-carboxylate), [H-].[Na+] (NaH), CN(C)C=O (DMF), S1C(=CC2=C1C=CC=C2)S(=O)(=O)Cl (1-Benzothiophene-2-sulfonyl chloride). The solvent is N (NH3), CO (MeOH), CO (MeOH), CO (MeOH). Reaction conditions: time 20 minute. The product is S1C(=CC2=C1C=CC=C2)S(=O)(=O)N2C=CC1=C3C(=CC=C21)OCCNC3 (8-(1-Benzothien-2-ylsulfonyl)-1,3,4,8-tetrahydro-2H-[1,4]oxazepino[6,7-e]indole). Yield: 9.9%. Reaction SMILES: [CH2:1]1[C:7]2=[C:8]3[C:12](=[CH:13][CH:14]=[C:6]2[O:5][CH2:4][CH2:3][N:2]1C(OC(C)(C)C)=O)[NH:11][CH:10]=[CH:9]3.[H-].[Na+].CN(C=O)C.[S:29]1[C:33]2[CH:34]=[CH:35][CH:36]=[CH:37][C:32]=2[CH:31]=[C:30]1[S:38](Cl)(=[O:40])=[O:39]>N.CO>[S:29]1[C:33]2[CH:34]=[CH:35][CH:36]=[CH:37][C:32]=2[CH:31]=[C:30]1[S:38]([N:11]1[C:12]2[C:8](=[C:7]3[CH2:1][NH:2][CH2:3][CH2:4][O:5][C:6]3=[CH:14][CH:13]=2)[CH:9]=[CH:10]1)(=[O:40])=[O:39] |f:1.2|. Procedure details: tert-Butyl 1,3,4,8-tetrahydro-2H-[1,4]oxazepino[6,7-e]indole-2-carboxylate (Intermediate 18, 14 mg, 0.050 mmol), NaH (60% in mineral oil, 6.4 mg, 0.10 mmol) and dry DMF (0.2 mL) were shaken at room temperature for 10 minutes. 1-Benzothiophene-2-sulfonyl chloride (23 mg, 0.10 mmol, in 0.15 mL of dry DMF) was added to the solution. The reaction mixture was shaken at room temperature for another 20 minutes and a mixture of MeOH/1 M HCl (3:1, 1 mL) was added. The reaction mixture was stirred overnig... Reactants: ClC1=CC=C(C=C1)C(CC#N)(CC)N1C=CC2=C(C=CC=C12)NC(OC(C)(C)C)=O (tert-butyl 1-(2-(4-chlorophenyl)-1-cyanobutan-2-yl)-1H-indol-4-ylcarbamate). Run in Cl.CO (HCl MeOH). Run at time 2 hour. The product is NC1=C2C=CN(C2=CC=C1)C(CC#N)(CC)C1=CC=C(C=C1)Cl (3-(4-amino-1H-indol-1-yl)-3-(4-chlorophenyl)pentanenitrile). Reaction SMILES: [Cl:1][C:2]1[CH:7]=[CH:6][C:5]([C:8]([N:14]2[C:22]3[C:17](=[C:18]([NH:23]C(=O)OC(C)(C)C)[CH:19]=[CH:20][CH:21]=3)[CH:16]=[CH:15]2)([CH2:12][CH3:13])[CH2:9][C:10]#[N:11])=[CH:4][CH:3]=1>Cl.CO>[NH2:23][C:18]1[CH:19]=[CH:20][CH:21]=[C:22]2[C:17]=1[CH:16]=[CH:15][N:14]2[C:8]([C:5]1[CH:4]=[CH:3][C:2]([Cl:1])=[CH:7][CH:6]=1)([CH2:12][CH3:13])[CH2:9][C:10]#[N:11] |f:1.2|. Procedure details: The mixture of the product from Step C (250 mg, 0.59 mmol) and 4 N HCl/MeOH (10 mL) was stirred at room temperature for 2 h. After solvent was removed in vacuo, the residue was dissolved in ethyl acetate (20 mL), pH value adjusted to 9-10 with a saturated sodium bicarbonate solution, dried over sodium sulfate, then filtered. After removing the organic solvent, the title compound as a colorless oil was obtained. LC/MS m/z=324.1 [M+H]+. RXN SMILES: [CH2:29]([CH3:30])[NH:31][CH2:32][CH3:33].[CH3:1][O:2][c:3]1[cH:4][c:5]2[c:6]([O:18][c:19]3[cH:20][c:21]4[cH:22][c:23]([CH3:28])[nH:24][c:25]4[cH:26][cH:27]3)[n:7][cH:8][n:9][c:10]2[cH:11][c:12]1[O:13][CH2:14][CH:15]1[O:16][CH2:17]1.[O:34]=[CH:35][N:36]([CH3:37])[CH3:38]>>[CH3:1][O:2][c:3]1[cH:4][c:5]2[c:6]([O:18][c:19]3[cH:20][c:21]4[cH:22][c:23]([CH3:28])[nH:24][c:25]4[cH:26][cH:27]3)[n:7][cH:8][n:9][c:10]2[cH:11][c:12]1[O:13][CH2:14][CH:15]([OH:16])[CH2:17][N:31]([CH2:29][CH3:30])[CH2:32][CH3:33]. Yields the product CCN(CC)CC(O)COc1cc2ncnc(Oc3ccc4[nH]c(C)cc4c3)c2cc1OC. Starting materials: CCNCC, COc1cc2c(Oc3ccc4[nH]c(C)cc4c3)ncnc2cc1OCC1CO1, CN(C)C=O. Starting materials: product, C(CCCCCCCC)C1=C(C=CC=C1)O (2-nonylphenol), OC1=CC=C(C=C1)C1(C2=CC=CC=C2C(C=2C=CC=CC12)(C1=CC=C(C=C1)O)C1=CC=C(C=C1)O)C1=CC=C(C=C1)O (9,9,10,10-Tetrakis (4-hydroxyphenyl)anthracene). Product: C(CCCCCCCC)C1=C(C=CC(=C1)O)C1(C2=CC=CC=C2C(C=2C=CC=CC12)(C1=C(C=C(C=C1)O)CCCCCCCCC)C1=C(C=C(C=C1)O)CCCCCCCCC)C1=C(C=C(C=C1)O)CCCCCCCCC (9,9,10,10-tetrakis (2-nonyl-4-hydroxyl phenyl)anthracene). RXN SMILES: [CH2:1](C1C=CC=CC=1O)[CH2:2][CH2:3][CH2:4][CH2:5][CH2:6][CH2:7][CH2:8][CH3:9].[OH:17][C:18]1[CH:23]=[CH:22][C:21]([C:24]2([C:52]3[CH:57]=[CH:56][C:55]([OH:58])=[CH:54][CH:53]=3)[C:37]3[CH:36]=[CH:35][CH:34]=[CH:33][C:32]=3[C:31]([C:45]3[CH:50]=[CH:49][C:48]([OH:51])=[CH:47][CH:46]=3)([C:38]3[CH:43]=[CH:42][C:41]([OH:44])=[CH:40][CH:39]=3)[C:30]3[C:25]2=[CH:26][CH:27]=[CH:28][CH:29]=3)=[CH:20][CH:19]=1>>[CH2:1]([C:22]1[CH:23]=[C:18]([OH:17])[CH:19]=[CH:20][C:21]=1[C:24]1([C:52]2[CH:53]=[CH:54][C:55]([OH:58])=[CH:56][C:57]=2[CH2:9][CH2:8][CH2:7][CH2:6][CH2:5][CH2:4][CH2:3][CH2:2][CH3:1])[C:25]2[CH:26]=[CH:27][CH:28]=[CH:29][C:30]=2[C:31]([C:38]2[CH:43]=[CH:42][C:41]([OH:44])=[CH:40][C:39]=2[CH2:22][CH2:23][CH2:18][CH2:19][CH2:20][CH2:21][CH2:24][CH2:25][CH3:26])([C:45]2[CH:50]=[CH:49][C:48]([OH:51])=[CH:47][C:46]=2[CH2:27][CH2:28][CH2:29][CH2:30][CH2:31][CH2:32][CH2:37][CH2:36][CH3:35])[C:32]2[C:37]1=[CH:36][CH:35]=[CH:34][CH:33]=2)[CH2:2][CH2:3][CH2:4][CH2:5][CH2:6][CH2:7][CH2:8][CH3:9]. Procedure details: The reaction product from Example 13 and 2-nonylphenol should be substituted for the phenol of Example 15 in this Example and the procedures of Example 12 should be followed in this Example to obtain the product herein. Starting materials: ClC=1C=CC=2N=CN=C(C2N1)OC1CCOCC1 (6-chloro-4-(tetrahydro-2H-pyran-4-yloxy)pyrido[3,2-d]pyrimidine), ClC=1C=CC=2N=CN=C(C2N1)OC1CCOCC1 (6-chloro-4-(tetrahydro-2H-pyran-4-yloxy)pyrido[3,2-d]pyrimidine), C1(CCCCC1)S (cyclohexanethiol), C(=O)([O-])[O-].[K+].[K+] (K2CO3). The solvent is C(C)#N (ACN), O (water). Reaction conditions: time 8 hour. Yields the product ClC=1C=CC=2N=CN=C(C2N1)SC1CCCCC1 (6-chloro-4-(cyclo hexylthio)pyrido[3,2-d]pyrimidine). Yield: 92.2%. Reaction SMILES: [Cl:1][C:2]1[CH:3]=[CH:4][C:5]2[N:6]=[CH:7][N:8]=[C:9](OC3CCOCC3)[C:10]=2[N:11]=1.[CH:19]1([SH:25])[CH2:24][CH2:23][CH2:22][CH2:21][CH2:20]1.C([O-])([O-])=O.[K+].[K+]>C(#N)C.O>[Cl:1][C:2]1[CH:3]=[CH:4][C:5]2[N:6]=[CH:7][N:8]=[C:9]([S:25][CH:19]3[CH2:24][CH2:23][CH2:22][CH2:21][CH2:20]3)[C:10]=2[N:11]=1 |f:2.3.4|. Procedure details: To a solution of 4,6-dichloropyrido[3,2-d]pyrimidine (Intermediate 1, step D) (0.1 g, 0.500 mmol) in ACN (2.500 ml) were added cyclohexanethiol (0.058 g, 0.500 mmol) and K2CO3 (0.069 g, 0.500 mmol) at room temperature. After stiffing overnight at room temperature, the reaction mixture was diluted with water and extracted with EtOAc (2×50 mL). The combined organic layers were washed with 1N aq. NaOH and then washed with 1N aq. HCl. The organic layers were dried over anhydrous MgSO4, filtered and ... Starting materials: O=C(Cl)c1ccccc1, O=C([O-])c1ccccc1. Product: O=C(OC(=O)c1ccccc1)c1ccccc1. RXN SMILES: [C:10]([c:11]1[cH:12][cH:13][cH:14][cH:15][cH:16]1)(=[O:17])[Cl:18].[O-:1][C:2](=[O:3])[c:4]1[cH:5][cH:6][cH:7][cH:8][cH:9]1>>[O:1]([C:2](=[O:3])[c:4]1[cH:5][cH:6][cH:7][cH:8][cH:9]1)[C:10]([c:11]1[cH:12][cH:13][cH:14][cH:15][cH:16]1)=[O:17]. The reactants are C(=O)C1=CC=CC(=N1)C(=O)O (6-formyl-2-pyridinecarboxylic acid), CN1CCNCC1 (1-methylpiperazine), C(C)(=O)O (acetic acid), C(C)(=O)O[BH-](OC(C)=O)OC(C)=O.[Na+] (sodium triacetoxyborohydride), aminopropyl. The solvent is ClCCl (dichloromethane), CO (methanol), ClCCl (dichloromethane). Run at time 8 hour. Product: CN1CCN(CC1)CC1=CC=CC(=N1)C(=O)O (6-[(4-Methyl-1-piperazinyl)methyl]-2-pyridinecarboxylic acid). As a reaction SMILES: [CH:1]([C:3]1[N:8]=[C:7]([C:9]([OH:11])=[O:10])[CH:6]=[CH:5][CH:4]=1)=O.[CH3:12][N:13]1[CH2:18][CH2:17][NH:16][CH2:15][CH2:14]1.C(O)(=O)C.C(O[BH-](OC(=O)C)OC(=O)C)(=O)C.[Na+]>ClCCl.CO>[CH3:12][N:13]1[CH2:18][CH2:17][N:16]([CH2:1][C:3]2[N:8]=[C:7]([C:9]([OH:11])=[O:10])[CH:6]=[CH:5][CH:4]=2)[CH2:15][CH2:14]1 |f:3.4|. Procedure details: To a solution of 6-formyl-2-pyridinecarboxylic acid [Chemstep Product List] (0.25 g) in dichloromethane (6.8 ml) was added 1-methylpiperazine (0.481 ml) and acetic acid (0.083 ml). The mixture was stirred at room temperature for 15 min when sodium triacetoxyborohydride (0.459 g) was added and the mixture stirred overnight. The crude reaction mixture was diluted with dichloromethane (60 ml) and methanol was added until a clear solution was observed. The mixture was loaded onto an aminopropyl-SPE ... The reactants are CO, CCO, CNC(=O)C1CN(CCCC(c2ccc(F)cc2)c2ccc(F)cc2)CCN1CC(=O)Nc1c(C)cc([N+](=O)[O-])cc1C, [H][H], c1ccsc1. Product: CNC(=O)C1CN(CCCC(c2ccc(F)cc2)c2ccc(F)cc2)CCN1CC(=O)Nc1c(C)cc(N)cc1C. RXN SMILES: [CH3:54][OH:55].[CH3:6][CH2:7][OH:8].[F:9][c:10]1[cH:11][cH:12][c:13]([CH:16]([CH2:17][CH2:18][CH2:19][N:20]2[CH2:21][CH:22]([C:41](=[O:42])[NH:43][CH3:44])[N:23]([CH2:26][C:27](=[O:28])[NH:29][c:30]3[c:31]([CH3:40])[cH:32][c:33]([N+:37]([O-:38])=[O:39])[cH:34][c:35]3[CH3:36])[CH2:24][CH2:25]2)[c:45]2[cH:46][cH:47][c:48]([F:51])[cH:49][cH:50]2)[cH:14][cH:15]1.[H:52][H:53].[cH:1]1[cH:2][s:3][cH:4][cH:5]1>>[F:9][c:10]1[cH:11][cH:12][c:13]([CH:16]([CH2:17][CH2:18][CH2:19][N:20]2[CH2:21][CH:22]([C:41](=[O:42])[NH:43][CH3:44])[N:23]([CH2:26][C:27](=[O:28])[NH:29][c:30]3[c:31]([CH3:40])[cH:32][c:33]([NH2:37])[cH:34][c:35]3[CH3:36])[CH2:24][CH2:25]2)[c:45]2[cH:46][cH:47][c:48]([F:51])[cH:49][cH:50]2)[cH:14][cH:15]1. Starting materials: O=Cc1ccc(Br)cc1F, CC#N, [O-][Cl+][O-], [K+], [Na+], O, OO, O=S(=O)([O-])O. Product: O=C(O)c1ccc(Br)cc1F. Reaction SMILES: [Br:3][c:4]1[cH:5][c:6]([F:12])[c:7]([CH:8]=[O:9])[cH:10][cH:11]1.[CH3:23][C:24]#[N:25].[Cl+:13]([O-:14])[O-:15].[K+:22].[Na+:16].[OH2:26].[OH:1][OH:2].[S:17](=[O:18])(=[O:19])([OH:20])[O-:21]>>[Br:3][c:4]1[cH:5][c:6]([F:12])[c:7]([C:8](=[O:9])[OH:14])[cH:10][cH:11]1.